This data is from the Open Reaction Database (ORD), a public repository of structured organic reaction records. The task is: describe an organic reaction: reactants, conditions, products, and yield The reactants are [Si](C)(C)(C(C)(C)C)OCCNC1=C(C=C(C(=C1)F)F)[N+](=O)[O-] (N-(2-(tert-butyldimethylsilyloxy)ethyl)-4,5-difluoro-2-nitroaniline), [H][H] (hydrogen). The reagents and catalysts are [Pd] (palladium on carbon). The solvent is CO (methanol). Run at time 2 hour. The product is [Si](C)(C)(C(C)(C)C)OCCNC=1C(=CC(=C(C1)F)F)N (N1-(2-(tert-butyldimethylsilyloxy)ethyl)-4,5-difluorobenzene-1,2-diamine). As a reaction SMILES: [Si:1]([O:8][CH2:9][CH2:10][NH:11][C:12]1[CH:17]=[C:16]([F:18])[C:15]([F:19])=[CH:14][C:13]=1[N+:20]([O-])=O)([C:4]([CH3:7])([CH3:6])[CH3:5])([CH3:3])[CH3:2].[H][H]>CO.[Pd]>[Si:1]([O:8][CH2:9][CH2:10][NH:11][C:12]1[C:13]([NH2:20])=[CH:14][C:15]([F:19])=[C:16]([F:18])[CH:17]=1)([C:4]([CH3:7])([CH3:6])[CH3:5])([CH3:3])[CH3:2]. Procedure: To a stirred solution of N-(2-(tert-butyldimethylsilyloxy)ethyl)-4,5-difluoro-2-nitroaniline (37) in methanol (5 ml) was added 10% palladium on carbon (catalytic amount) portion wise at room temperature. The reaction mixture was allowed to stir under the atmosphere of hydrogen gas supplied by balloon at room temperature for 2 h. The reaction mixture was filtered through celite and filtrate was concentrated to afford the desired product N1-(2-(tert-butyldimethylsilyloxy)ethyl)-4,5-difluorobenzene... Reactants: C(C)(C)(C)C1=CC2=C(CC3(CCCCCC3)O2)C=C1OCC=C (6-t-butyl-5-(2-propenyloxy)-2,3-dihydrobenzofuran-2-spiro-1′-cycloheptane), CN(C1=CC=CC=C1)C (dimethylaniline). Product: C(C)(C)(C)C1=CC2=C(CC3(CCCCCC3)O2)C(=C1O)CC=C (6-t-butyl-5-hydroxy-4-(2-propenyl)-2,3-dihydrobenzofuran-2-spiro-1′-cycloheptane). Isolated yield 67.0%. Reaction SMILES: [C:1]([C:5]1[C:19]([O:20]CC=C)=[CH:18][C:8]2[CH2:9][C:10]3([O:17][C:7]=2[CH:6]=1)[CH2:16][CH2:15][CH2:14][CH2:13][CH2:12][CH2:11]3)([CH3:4])([CH3:3])[CH3:2].CN(C)[C:26]1[CH:31]=CC=C[CH:27]=1>>[C:1]([C:5]1[C:19]([OH:20])=[C:18]([CH2:31][CH:26]=[CH2:27])[C:8]2[CH2:9][C:10]3([O:17][C:7]=2[CH:6]=1)[CH2:16][CH2:15][CH2:14][CH2:13][CH2:12][CH2:11]3)([CH3:4])([CH3:2])[CH3:3]. Procedure: Under a nitrogen stream, a solution of 0.76 g of 6-t-butyl-5-(2-propenyloxy)-2,3-dihydrobenzofuran-2-spiro-1′-cycloheptane was dissolved in 3 ml of dimethylaniline and the solution was refluxed overnight. The reaction mixture was allowed to attain room temperature and concentrated under reduced pressure, then extracted with ethyl acetate and 5% hydrochloric acid and the organic layers were washed with saturated brine, dried over anhydrous magnesium sulfate and then concentrated. The concentrate ... Reactants: OCCCC(=O)[O-].[Na+] (Sodium 4-hydroxybutyrate), C(C1=CC=CC=C1)Br (benzyl bromide). The solvent is CN(C)C=O (DMF), C(C)(=O)OCC (ethyl acetate), C(C)(=O)OCC (ethyl acetate). Yields the product OCCCC(=O)OCC1=CC=CC=C1 (benzyl 4-hydroxybutyrate). The yield is 89.8%. RXN SMILES: [OH:1][CH2:2][CH2:3][CH2:4][C:5]([O-:7])=[O:6].[Na+].[CH2:9](Br)[C:10]1[CH:15]=[CH:14][CH:13]=[CH:12][CH:11]=1>CN(C=O)C.C(OCC)(=O)C>[OH:1][CH2:2][CH2:3][CH2:4][C:5]([O:7][CH2:9][C:10]1[CH:15]=[CH:14][CH:13]=[CH:12][CH:11]=1)=[O:6] |f:0.1|. Reported procedure: Sodium 4-hydroxybutyrate (25 g, 0.2 mol) and benzyl bromide (37 g, 0.22 mol) were dissolved in a mixed solvent of DMF (40 ml) and ethyl acetate (50 ml), and the reaction mixture was heated and refluxed for 4 hours. Then, the reaction mixture was allowed to cool to room temperature, diluted with a proper amount of ethyl acetate, washed with saturated saline solution, dried over anhydrous sodium sulfate and concentrated under reduced pressure to give an oily product. The resulted product was purif...